This data is from the Open Reaction Database (ORD), a public repository of structured organic reaction records. The task is: describe an organic reaction: reactants, conditions, products, and yield Reactants: C=CC(=O)OC(C)(C)C, COC(=O)c1cc2[nH]cnc2c(F)c1Nc1ccc(Br)cc1Cl, CCOC(C)=O, [K+], [K+], O=C([O-])[O-], CN(C)C=O. Yields the product COC(=O)c1cc2c(ncn2CCC(=O)OC(C)(C)C)c(F)c1Nc1ccc(Br)cc1Cl. RXN SMILES: [C:30]([CH:31]=[CH2:32])(=[O:33])[O:34][C:35]([CH3:36])([CH3:37])[CH3:38].[CH3:1][O:2][C:3](=[O:4])[c:5]1[cH:6][c:7]2[c:8]([n:9][cH:10][nH:11]2)[c:12]([F:23])[c:13]1[NH:14][c:15]1[c:16]([Cl:22])[cH:17][c:18]([Br:21])[cH:19][cH:20]1.[CH3:44][CH2:45][O:46][C:47](=[O:48])[CH3:49].[K+:24].[K+:25].[O-:26][C:27]([O-:28])=[O:29].[O:39]=[CH:40][N:41]([CH3:42])[CH3:43]>>[CH3:1][O:2][C:3](=[O:4])[c:5]1[cH:6][c:7]2[c:8]([n:9][cH:10][n:11]2[CH2:32][CH2:31][C:30](=[O:33])[O:34][C:35]([CH3:36])([CH3:37])[CH3:38])[c:12]([F:23])[c:13]1[NH:14][c:15]1[c:16]([Cl:22])[cH:17][c:18]([Br:21])[cH:19][cH:20]1. Starting materials: C([C@H](O)[C@@H](O)[C@H](O)[C@H](O)CO)O.C(C)OP(=O)(C([C@H]1[C@@H](OCC2=CC=CC=C2)[C@H](OCC2=CC=CC=C2)[C@H](O1)CO)F)OCC (2,5-anhydro-1-deoxy-1-(diethoxyphosphinyl)-1-fluoro-3,4-bis-O-(phenylmethyl)-D-glucitol D-glucitol), [H][H] (hydrogen), C([C@@H](O)[C@@H](O)[C@H](O)[C@H](O)CO)O (D-mannitol), P(=O)(OC1=CC=CC=C1)(OC1=CC=CC=C1)[O-] (diphenyl phosphate). The reagents and catalysts are [OH-].[Pd+2].[OH-] (palladium hydroxide). Solvent: CO (methanol). Yields the product C(C)OP(=O)(C([C@@H]1[C@@H](O)[C@H](O)[C@H](O1)CO)F)OCC (2,5-anhydro-1-deoxy-1-(diethoxyphosphinyl)-1-fluoro-D-mannitol). The yield is 90.0%. Reaction SMILES: C(O)[C@@H]([C@H]([C@@H]([C@@H](CO)O)O)O)O.[CH2:13]([O:15][P:16]([O:43][CH2:44][CH3:45])([CH:18]([F:42])[C@@H:19]1[O:39][C@H:38]([CH2:40][OH:41])[C@@H:29]([O:30]CC2C=CC=CC=2)[C@@H:20]1[O:21]CC1C=CC=CC=1)=[O:17])[CH3:14].C(O)[C@H]([C@H]([C@@H]([C@@H](CO)O)O)O)O.P([O-])(OC1C=CC=CC=1)(OC1C=CC=CC=1)=O.[H][H]>CO.[OH-].[Pd+2].[OH-]>[CH2:13]([O:15][P:16]([O:43][CH2:44][CH3:45])([CH:18]([F:42])[C@H:19]1[O:39][C@H:38]([CH2:40][OH:41])[C@@H:29]([OH:30])[C@@H:20]1[OH:21])=[O:17])[CH3:14] |f:0.1,6.7.8|. Procedure: A solution of 330 mg of 2,5-anhydro-1-deoxy-1-(diethoxyphosphinyl)-1-fluoro-3,4-bis-O-(phenylmethyl)-D-glucitol D-glucitol and D-mannitol, diphenyl phosphate mixture in 20 ml of methanol was hydrogenated over palladium hydroxide catalyst until hydrogen uptake ceased. Filtration and removal of the solvent gave a yellow oil. This oil was purified by flash chromatography taking 20 ml fractions Fractions 1-26 were eluted with 3% methanol in dichloromethane and after evaporation gave 135 mg of 2,5-an...